This data is from the Open Reaction Database (ORD), a public repository of structured organic reaction records. The task is: describe an organic reaction: reactants, conditions, products, and yield Reactants: NCC(O)C(CC(C(C)C)CC=1C=C2C(=CN(C2=CC1)C)CCCOC)NC(OC(C)(C)C)=O (tert-butyl {1-(2-amino-1-hydroxyethyl)-3-[3-(3-methoxypropyl)-1-methyl-1H-indol-5-ylmethyl]-4-methylpentyl}carbamate), O (water), C([O-])([O-])=O.[Na+].[Na+] (sodium carbonate), C(C(C)(C)C)(=O)Cl (pivaloyl chloride). Solvent: C(C)(=O)OCC (ethyl acetate). Conditions: time 1 hour. Product: CC(C(=O)NCC(O)C(CC(C(C)C)CC=1C=C2C(=CN(C2=CC1)C)CCCOC)NC(OC(C)(C)C)=O)(C)C (tert-Butyl {1-[2-(2,2-dimethylpropionylamino)-1-hydroxyethyl]-3-[3-(3-methoxypropyl)-1-methyl-1H-indol-5-ylmethyl]-4-methylpentyl}carbamate). Reaction SMILES: [NH2:1][CH2:2][CH:3]([CH:5]([NH:27][C:28](=[O:34])[O:29][C:30]([CH3:33])([CH3:32])[CH3:31])[CH2:6][CH:7]([CH2:11][C:12]1[CH:13]=[C:14]2[C:18](=[CH:19][CH:20]=1)[N:17]([CH3:21])[CH:16]=[C:15]2[CH2:22][CH2:23][CH2:24][O:25][CH3:26])[CH:8]([CH3:10])[CH3:9])[OH:4].C(=O)([O-])[O-].[Na+].[Na+].[C:41](Cl)(=[O:46])[C:42]([CH3:45])([CH3:44])[CH3:43].O>C(OCC)(=O)C>[CH3:43][C:42]([CH3:45])([CH3:44])[C:41]([NH:1][CH2:2][CH:3]([CH:5]([NH:27][C:28](=[O:34])[O:29][C:30]([CH3:32])([CH3:31])[CH3:33])[CH2:6][CH:7]([CH2:11][C:12]1[CH:13]=[C:14]2[C:18](=[CH:19][CH:20]=1)[N:17]([CH3:21])[CH:16]=[C:15]2[CH2:22][CH2:23][CH2:24][O:25][CH3:26])[CH:8]([CH3:9])[CH3:10])[OH:4])=[O:46] |f:1.2.3|. Procedure details: The stirred solution of 0.035 g of tert-butyl {1-(2-amino-1-hydroxyethyl)-3-[3-(3-methoxypropyl)-1-methyl-1H-indol-5-ylmethyl]-4-methylpentyl}carbamate in 0.60 ml of ethyl acetate is admixed successively with 0.60 ml of 2M sodium carbonate solution and 0.012 ml of pivaloyl chloride and stirred at room temperature over a further 1 hour. The reaction solution is admixed with water and extracted with ethyl acetate (2×). The combined organic phases are washed with water and brine, dried over sodium ... As a reaction SMILES: [C:2]([O:3][C:4](=[O:5])[N:9]1[CH2:10][CH2:11][CH:12]([CH2:15][N:16]2[CH2:17][CH2:18][CH:19]([c:22]3[cH:23][cH:24][n:25][cH:26][cH:27]3)[CH2:20][CH2:21]2)[CH2:13][CH2:14]1)([CH3:6])([CH3:7])[CH3:8].[CH3:28][CH2:29][O:30][C:31](=[O:32])[CH3:33].[ClH:1]>>[ClH:1].[NH:9]1[CH2:10][CH2:11][CH:12]([CH2:15][N:16]2[CH2:17][CH2:18][CH:19]([c:22]3[cH:23][cH:24][n:25][cH:26][cH:27]3)[CH2:20][CH2:21]2)[CH2:13][CH2:14]1. Product: Cl, c1cc(C2CCN(CC3CCNCC3)CC2)ccn1. Reactants: CC(C)(C)OC(=O)N1CCC(CN2CCC(c3ccncc3)CC2)CC1, CCOC(C)=O, Cl.